This data is from the Open Reaction Database (ORD), a public repository of structured organic reaction records. The task is: describe an organic reaction: reactants, conditions, products, and yield As a reaction SMILES: [C:1]([O:5][C:6](=[O:20])[NH:7][C:8]1[CH:13]=[C:12]([C:14]([F:17])([F:16])[F:15])[C:11]([CH3:18])=[CH:10][C:9]=1[NH2:19])([CH3:4])([CH3:3])[CH3:2].C([O:25][C:26](=O)[CH2:27][C:28](=[O:41])[C:29]1[CH:34]=[CH:33][CH:32]=[C:31]([C:35]2[CH:36]=[N:37][CH:38]=[N:39][CH:40]=2)[CH:30]=1)(C)(C)C>>[C:1]([O:5][C:6](=[O:20])[NH:7][C:8]1[CH:13]=[C:12]([C:14]([F:17])([F:16])[F:15])[C:11]([CH3:18])=[CH:10][C:9]=1[NH:19][C:26](=[O:25])[CH2:27][C:28](=[O:41])[C:29]1[CH:34]=[CH:33][CH:32]=[C:31]([C:35]2[CH:40]=[N:39][CH:38]=[N:37][CH:36]=2)[CH:30]=1)([CH3:4])([CH3:2])[CH3:3]. Reported procedure: The title compound was prepared from (2-amino-4-methyl-5-trifluoromethyl-phenyl)-carbamic acid tert-butyl ester (Example J23) (290 mg, 1.0 mmol) and 3-oxo-3-(3-pyrimidin-5-yl-phenyl)-propionic acid tert-butyl ester (Example K13) (298 mg, 1.0 mmol) according to the general procedure M. Obtained as a light yellow oil (430 mg, 84%). Starting materials: C(C)(C)(C)OC(NC1=C(C=C(C(=C1)C(F)(F)F)C)N)=O ((2-amino-4-methyl-5-trifluoromethyl-phenyl)-carbamic acid tert-butyl ester), C(C)(C)(C)OC(CC(C1=CC(=CC=C1)C=1C=NC=NC1)=O)=O (3-oxo-3-(3-pyrimidin-5-yl-phenyl)-propionic acid tert-butyl ester). Yields the product C(C)(C)(C)OC(NC1=C(C=C(C(=C1)C(F)(F)F)C)NC(CC(C1=CC(=CC=C1)C=1C=NC=NC1)=O)=O)=O ({4-Methyl-2-[3-oxo-3-(3-pyrimidin-5-yl-phenyl)-propionylamino]-5-trifluoromethyl-phenyl}-carbamic acid tert-butyl ester), oil. Isolated yield 84.0%.